Task: describe an organic reaction: reactants, conditions, products, and yield. Dataset: the Open Reaction Database (ORD), a public repository of structured organic reaction records The reactants are [C-]#N, C1CCOC1, CCBr, C#CCCCCCCCC, [Mg]. Product: [C-]#[C-], C#CCCCCCCCC. Reaction SMILES: [C-:15]#[N:16].[CH2:17]1[O:18][CH2:19][CH2:20][CH2:21]1.[CH2:2]([CH3:3])[Br:4].[CH:5]#[C:6][CH2:7][CH2:8][CH2:9][CH2:10][CH2:11][CH2:12][CH2:13][CH3:14].[Mg:1]>>[C-:2]#[C-:3].[CH:5]#[C:6][CH2:7][CH2:8][CH2:9][CH2:10][CH2:11][CH2:12][CH2:13][CH3:14]. Starting materials: COC(=O)C1C(NC2(CN(C2)C(=O)OC(C)(C)C)CC1=O)=O (6,8-Dioxo-2,5-diaza-spiro[3.5]nonane-2,7-dicarboxylic acid 2-tert-butyl ester 7-methyl ester). Run in C(C)#N.O (acetonitrile water). Product: C(C)(C)(C)OC(=O)N1CC2(C1)NC(CC(C2)=O)=O (6,8-Dioxo-2,5-diaza-spiro[3.5]nonane-2-carboxylic acid tert-butyl ester). Reaction SMILES: COC([CH:5]1[C:20](=[O:21])[CH2:19][C:8]2([CH2:11][N:10]([C:12]([O:14][C:15]([CH3:18])([CH3:17])[CH3:16])=[O:13])[CH2:9]2)[NH:7][C:6]1=[O:22])=O>C(#N)C.O>[C:15]([O:14][C:12]([N:10]1[CH2:11][C:8]2([CH2:19][C:20](=[O:21])[CH2:5][C:6](=[O:22])[NH:7]2)[CH2:9]1)=[O:13])([CH3:18])([CH3:16])[CH3:17] |f:1.2|. Reported procedure: 6,8-Dioxo-2,5-diaza-spiro[3.5]nonane-2,7-dicarboxylic acid 2-tert-butyl ester 7-methyl ester (1.1 g; 3.5 mmol) is refluxed in acetonitrile/water (18 ml/2 ml) for 50 minutes and evaporated to dryness. The residue is triturated with CH2Cl2 to deliver the title compound as colorless crystals. 1H-NMR (400 MHz; DMSO-d6): Keto-enol tautomerism. 10.70 (s, 1H); 8.75 (s, 0.5H); 7.55 (s, 0.5H); 4.85 (s, 1H); 3.94 (bd, 2H); 3.86 (bd, 2H); 3.78 (bs (2H); 1.40 (s, 9H); MS (m/z) ES+: 255 (25; MH+); 199 (100). Reactants: BrC1=C(C2=C(N1CC(=O)OC)C=C(S2)C(=O)OC(C)(C)C)C2CCCCC2 (tert-butyl 5-bromo-6-cyclohexyl-4-(2-methoxy-2-oxoethyl)-4H-thieno[3,2-b]pyrrole-2-carboxylate), C(=O)C1=C(C=CC=C1)B(O)O (2-formyl-phenylboronic acid), C(=O)([O-])[O-].[Na+].[Na+] (Na2CO3). Reagents/catalysts: Cl[Pd]([P](C1=CC=CC=C1)(C2=CC=CC=C2)C3=CC=CC=C3)([P](C4=CC=CC=C4)(C5=CC=CC=C5)C6=CC=CC=C6)Cl (Pd(PPh3)2Cl2). Solvent: CCOC(=O)C (EtOAc), O1CCOCC1 (dioxane). The product is C1(CCCCC1)C=1C2=C(N(C1C1=C(C=CC=C1)C=O)CC(=O)OC)C=C(S2)C(=O)OC(C)(C)C (tert-butyl 6-cyclohexyl-5-(2-formylphenyl)-4-(2-methoxy-2-oxoethyl)-4H-thieno[3,2-b]pyrrole-2-carboxylate). Yield: 68.0%. RXN SMILES: Br[C:2]1[N:6]([CH2:7][C:8]([O:10][CH3:11])=[O:9])[C:5]2[CH:12]=[C:13]([C:15]([O:17][C:18]([CH3:21])([CH3:20])[CH3:19])=[O:16])[S:14][C:4]=2[C:3]=1[CH:22]1[CH2:27][CH2:26][CH2:25][CH2:24][CH2:23]1.[CH:28]([C:30]1[CH:35]=[CH:34][CH:33]=[CH:32][C:31]=1B(O)O)=[O:29].C([O-])([O-])=O.[Na+].[Na+]>O1CCOCC1.CCOC(C)=O.Cl[Pd](Cl)([P](C1C=CC=CC=1)(C1C=CC=CC=1)C1C=CC=CC=1)[P](C1C=CC=CC=1)(C1C=CC=CC=1)C1C=CC=CC=1>[CH:22]1([C:3]2[C:4]3[S:14][C:13]([C:15]([O:17][C:18]([CH3:20])([CH3:21])[CH3:19])=[O:16])=[CH:12][C:5]=3[N:6]([CH2:7][C:8]([O:10][CH3:11])=[O:9])[C:2]=2[C:31]2[CH:32]=[CH:33][CH:34]=[CH:35][C:30]=2[CH:28]=[O:29])[CH2:23][CH2:24][CH2:25][CH2:26][CH2:27]1 |f:2.3.4,^1:59,78|. Procedure: tert-Butyl 5-bromo-6-cyclohexyl-4-(2-methoxy-2-oxoethyl)-4H-thieno[3,2-b]pyrrole-2-carboxylate (1 eq., from Step 3) and 2-formyl-phenylboronic acid (1.5 eq.) were dissolved in dioxane (0.1 M) and treated with 2 M Na2CO3 solution (2 eq.). The solution was degassed by bubbling argon through it and Pd(PPh3)2Cl2 (0.1 eq.) was added. The reaction mixture was heated to reflux for 20 min then allowed to cool down to RT, diluted with EtOAc and washed with 1 N hydrochloric acid and with brine. The organi... The product is C(C)(C)C=1C2=C(SC1C(=O)O)C=CC=C2 (3-Isopropyl-benzo[b]thiophene-2-carboxylic acid). Solvent: O (water), O (H2O), CC(=O)C (acetone). Reaction SMILES: [CH:1]([C:4]1[C:5]2[CH:14]=[CH:13][CH:12]=[CH:11][C:6]=2[S:7][C:8]=1[CH:9]=[O:10])([CH3:3])[CH3:2].[Mn]([O-])(=O)(=O)=[O:16].[K+]>CC(C)=O.O>[CH:1]([C:4]1[C:5]2[CH:14]=[CH:13][CH:12]=[CH:11][C:6]=2[S:7][C:8]=1[C:9]([OH:16])=[O:10])([CH3:3])[CH3:2] |f:1.2|. The yield is 72.6%. Procedure details: A solution of compound 563-E (1.95 g, 9.5 mmol) in acetone (30 mL) was refluxed for 30 min. A mixture of potassium permanganate (3.02 g, 19.1 mmol) in water (10 mL) was added in portions, and the resultant mixture was refluxed for an additional 30 min. The mixture was cooled to ambient temperature and concentrated in vacuo. A solution of aqueous Na2SO3 (1M, 50 mL) was added followed by sulfuric acid (1M, 50 mL). Two additional portions of Na2SO3 (1M, 20 mL) were added followed by sulfuric acid (... The reactants are [Mn](=O)(=O)(=O)[O-].[K+] (potassium permanganate), resultant suspension, C(C)(C)C=1C2=C(SC1C=O)C=CC=C2 (3-Isopropyl-benzo[b]thiophene-2-carboxaldehyde), resultant mixture.